From a dataset of the Open Reaction Database (ORD), a public repository of structured organic reaction records. describe an organic reaction: reactants, conditions, products, and yield Starting materials: CC(O)(c1ccccc1)c1ccccc1, CCOC(=O)N1CCN(CCCl)CC1, [NH2-], [Na], O, c1ccccc1. Yields the product CCOC(=O)N1CCN(CCOC(C)(c2ccccc2)c2ccccc2)CC1. As a reaction SMILES: [CH3:1][C:2]([c:3]1[cH:4][cH:5][cH:6][cH:7][cH:8]1)([c:9]1[cH:10][cH:11][cH:12][cH:13][cH:14]1)[OH:15].[Cl:16][CH2:17][CH2:18][N:19]1[CH2:20][CH2:21][N:22]([C:25](=[O:26])[O:27][CH2:28][CH3:29])[CH2:23][CH2:24]1.[NH2-:31].[Na:30].[OH2:38].[cH:32]1[cH:33][cH:34][cH:35][cH:36][cH:37]1>>[CH3:1][C:2]([c:3]1[cH:4][cH:5][cH:6][cH:7][cH:8]1)([c:9]1[cH:10][cH:11][cH:12][cH:13][cH:14]1)[O:15][CH2:17][CH2:18][N:19]1[CH2:20][CH2:21][N:22]([C:25](=[O:26])[O:27][CH2:28][CH3:29])[CH2:23][CH2:24]1. Reactants: C1CCOC1, COc1ccc(C)nc1, [Li]CCCC, COc1cc(C#N)cc(OC)c1OC, CCCCCC, CC(C)NC(C)C, [Cl-], [NH4+]. Yields the product COc1ccc(CC(=O)c2cc(OC)c(OC)c(OC)c2)nc1. RXN SMILES: [CH2:44]1[CH2:47][CH2:46][CH2:45][O:48]1.[CH3:19][O:20][c:21]1[cH:22][cH:23][c:24]([CH3:27])[n:25][cH:26]1.[CH3:1][CH2:2][CH2:3][CH2:4][Li:5].[CH3:28][O:29][c:30]1[cH:31][c:32]([C:33]#[N:34])[cH:35][c:36]([O:40][CH3:41])[c:37]1[O:38][CH3:39].[CH3:6][CH2:7][CH2:8][CH2:9][CH2:10][CH3:11].[CH:12]([NH:13][CH:14]([CH3:15])[CH3:16])([CH3:17])[CH3:18].[Cl-:42].[NH4+:43]>>[CH3:19][O:20][c:21]1[cH:22][cH:23][c:24]([CH2:27][C:33]([c:32]2[cH:31][c:30]([O:29][CH3:28])[c:37]([O:38][CH3:39])[c:36]([O:40][CH3:41])[cH:35]2)=[O:48])[n:25][cH:26]1. Starting materials: NC=1SC2=C(N1)C=CC(=C2)C(=O)OCC (ethyl 2-aminobenzothiazole-6-carboxylate), [Cl-].[Na+] (sodium chloride), [H-].C(C(C)C)[Al+]CC(C)C (diisobutylaluminum hydride), O (water). The solvent is C1CCOC1 (THF). Reaction conditions: temperature -70 celsius, time 8 hour. Product: NC=1SC2=C(N1)C=CC(=C2)CO (2-Amino-6-hydroxymethylbenzothiazole). RXN SMILES: [NH2:1][C:2]1[S:3][C:4]2[CH:10]=[C:9]([C:11](OCC)=[O:12])[CH:8]=[CH:7][C:5]=2[N:6]=1.[H-].C([Al+]CC(C)C)C(C)C.O.[Cl-].[Na+]>C1COCC1>[NH2:1][C:2]1[S:3][C:4]2[CH:10]=[C:9]([CH2:11][OH:12])[CH:8]=[CH:7][C:5]=2[N:6]=1 |f:1.2,4.5|. Reported procedure: 50 g (0.225 mol) of ethyl 2-aminobenzothiazole-6-carboxylate are suspended in 1,000 ml of THF, cooled to -70° C., and 562.5 ml (0.675 mol) of diisobutylaluminum hydride (DIBAL, 20% strength in toluene, 1.2 molar) are slowly added dropwise under nitrogen. The reaction solution is stirred at -70° C. to -40° C. overnight and then without cooling for a further 3 hours. Then it is cooled to -70° C., 61.5 ml of water are added dropwise (vigorous exothermic reaction), and the mixture is allowed to reac... Starting materials: C(C1=CC=CC=C1)OC1=CC=C(C2=C1NC(CO2)=O)C(C(O)O)=O (5-benzyloxy-8-(2,2-dihydroxy-acetyl)-4H-benzo[1,4]oxazin-3-one), CC1=C(CC2(CC2)N)C=CC(=C1)C (1-(2,4-dimethyl-benzyl)-cyclopropylamine), FC(C(=O)[O-])(F)F (trifluoroacetate). Yields the product CC1=C(CC2(CC2)NCC(O)C2=CC=C(C=3NC(COC32)=O)O)C=CC(=C1)C (8-{2-[1-(2,4-dimethyl-benzyl)-cyclopropylamino]-1-hydroxy-ethyl}-5-hydroxy-4H-benzo[1,4]oxazin-3-one). As a reaction SMILES: C([O:8][C:9]1[C:14]2[NH:15][C:16](=[O:19])[CH2:17][O:18][C:13]=2[C:12]([C:20](=[O:24])[CH:21](O)O)=[CH:11][CH:10]=1)C1C=CC=CC=1.[CH3:25][C:26]1[CH:36]=[C:35]([CH3:37])[CH:34]=[CH:33][C:27]=1[CH2:28][C:29]1([NH2:32])[CH2:31][CH2:30]1.FC(F)(F)C([O-])=O>>[CH3:25][C:26]1[CH:36]=[C:35]([CH3:37])[CH:34]=[CH:33][C:27]=1[CH2:28][C:29]1([NH:32][CH2:21][CH:20]([C:12]2[C:13]3[O:18][CH2:17][C:16](=[O:19])[NH:15][C:14]=3[C:9]([OH:8])=[CH:10][CH:11]=2)[OH:24])[CH2:30][CH2:31]1. Reported procedure: Prepared according to general method 3 from 329 mg (1 mmol) 5-benzyloxy-8-(2,2-dihydroxy-acetyl)-4H-benzo[1,4]oxazin-3-one and 175 mg (1 mmol) 1-(2,4-dimethyl-benzyl)-cyclopropylamine. Yield: 176 mg (36%, trifluoroacetate); mass spectroscopy: [M+H]=383. Reactants: CCCCCCCCCCCC(=O)[O-], CCCCCCCCCCCC(=O)[O-], CCO[Si](CCCN=C=O)(OCC)OCC, CCCC[Sn+2]CCCC, ClCCl, COC(=O)C=Cc1ccc(OCCCCCCO)c(OC)c1. Product: CCO[Si](CCCNC(=O)OCCCCCCOc1ccc(C=CC(=O)OC)cc1OC)(OCC)OCC. RXN SMILES: [C:39]([O-:40])(=[O:41])[CH2:42][CH2:43][CH2:44][CH2:45][CH2:46][CH2:47][CH2:48][CH2:49][CH2:50][CH2:51][CH3:52].[C:53]([O-:54])(=[O:55])[CH2:56][CH2:57][CH2:58][CH2:59][CH2:60][CH2:61][CH2:62][CH2:63][CH2:64][CH2:65][CH3:66].[CH2:23]([CH3:24])[O:25][Si:26]([CH2:27][CH2:28][CH2:29][N:30]=[C:31]=[O:32])([O:33][CH2:34][CH3:35])[O:36][CH2:37][CH3:38].[CH2:67]([Sn+2:68][CH2:69][CH2:70][CH2:71][CH3:72])[CH2:73][CH2:74][CH3:75].[CH2:76]([Cl:77])[Cl:78].[CH3:1][O:2][c:3]1[cH:4][c:5]([CH:17]=[CH:18][C:19](=[O:20])[O:21][CH3:22])[cH:6][cH:7][c:8]1[O:9][CH2:10][CH2:11][CH2:12][CH2:13][CH2:14][CH2:15][OH:16]>>[CH3:1][O:2][c:3]1[cH:4][c:5]([CH:17]=[CH:18][C:19](=[O:20])[O:21][CH3:22])[cH:6][cH:7][c:8]1[O:9][CH2:10][CH2:11][CH2:12][CH2:13][CH2:14][CH2:15][O:16][C:31]([NH:30][CH2:29][CH2:28][CH2:27][Si:26]([O:25][CH2:23][CH3:24])([O:33][CH2:34][CH3:35])[O:36][CH2:37][CH3:38])=[O:32]. Starting materials: C1CCOC1, CCN(C(C)C)C(C)C, CC1CN(C(=O)COc2ccc(Cl)cc2)CC(C)N1, Fc1ccc(CBr)cc1, [I-], [Na+]. Product: CC1CN(C(=O)COc2ccc(Cl)cc2)CC(C)N1Cc1ccc(F)cc1. As a reaction SMILES: [CH2:40]1[O:41][CH2:42][CH2:43][CH2:44]1.[CH:29]([N:30]([CH:31]([CH3:32])[CH3:33])[CH2:34][CH3:35])([CH3:36])[CH3:37].[Cl:1][c:2]1[cH:3][cH:4][c:5]([O:6][CH2:7][C:8](=[O:9])[N:10]2[CH2:11][CH:12]([CH3:17])[NH:13][CH:14]([CH3:16])[CH2:15]2)[cH:18][cH:19]1.[F:20][c:21]1[cH:22][cH:23][c:24]([CH2:25][Br:26])[cH:27][cH:28]1.[I-:39].[Na+:38]>>[Cl:1][c:2]1[cH:3][cH:4][c:5]([O:6][CH2:7][C:8](=[O:9])[N:10]2[CH2:11][CH:12]([CH3:17])[N:13]([CH2:25][c:24]3[cH:23][cH:22][c:21]([F:20])[cH:28][cH:27]3)[CH:14]([CH3:16])[CH2:15]2)[cH:18][cH:19]1.